describe an organic reaction: reactants, conditions, products, and yield From a dataset of the Open Reaction Database (ORD), a public repository of structured organic reaction records. Reactants: palladium hydroxide-on-charcoal, COC(=O)COC1=CC=C(C=C1)CC(=O)OCC1=CC=CC=C1 (benzyl 4-methoxycarbonylmethyloxy-phenyl-acetate). Run in CO (methanol). Yields the product COC(=O)COC1=CC=C(C=C1)CC(=O)O (4-Methoxycarbonylmethyloxy-phenylacetic acid). As a reaction SMILES: [CH3:1][O:2][C:3]([CH2:5][O:6][C:7]1[CH:12]=[CH:11][C:10]([CH2:13][C:14]([O:16]CC2C=CC=CC=2)=[O:15])=[CH:9][CH:8]=1)=[O:4]>CO>[CH3:1][O:2][C:3]([CH2:5][O:6][C:7]1[CH:12]=[CH:11][C:10]([CH2:13][C:14]([OH:16])=[O:15])=[CH:9][CH:8]=1)=[O:4]. Reported procedure: 7.8 g (0.025 mol) of benzyl 4-methoxycarbonylmethyloxy-phenyl-acetate are hydrogenated exhaustively in 150 ml of methanol in the presence of 8 g of palladium hydroxide-on-charcoal at room temperature under a hydrogen pressure of 50 psi. After removal of the catalyst, the mother liquor is concentrated to dryness under reduced pressure. 4.7 g (89.5% of theory) of a resinous crude product remain. Reactants: CN1SC(C(C1=O)(Cl)Cl)(Cl)Cl (2-methyl-4,4,5,5-tetrachloro-3-isothiazolidinone), C(Cl)(Cl)Cl (chloroform), ClC=1C=C(C(=O)O)C=CC1 (m-chlorobenzoic acid), C(Cl)(Cl)Cl (chloroform), ClC1=CC(=CC=C1)C(=O)OO (m-chloroperbenzoic acid). Solvent: C(=O)=O (dry ice). Yields the product CN1S(C(C(C1=O)(Cl)Cl)(Cl)Cl)=O (2-methyl-4,4,5,5-tetrachloro-3-isothiazolidinone-1-oxide). Reaction SMILES: [CH3:1][N:2]1[C:6](=[O:7])[C:5]([Cl:9])([Cl:8])[C:4]([Cl:11])([Cl:10])[S:3]1.C(Cl)(Cl)Cl.ClC1C=CC=C(C(OO)=[O:24])C=1.ClC1C=C(C=CC=1)C(O)=O>C(=O)=O>[CH3:1][N:2]1[C:6](=[O:7])[C:5]([Cl:8])([Cl:9])[C:4]([Cl:10])([Cl:11])[S:3]1=[O:24]. Reported procedure: To a solution of 2.55g. (0.01 mole) of 2-methyl-4,4,5,5-tetrachloro-3-isothiazolidinone in 10 ml. of chloroform at 0° is added a solution of 2.03g. (0.01 mole) of m-chloroperbenzoic acid (85% Technical) in 60 ml. of chloroform. The mixture is allowed to warm to room temperature and stand over a weekend. The solution is cooled in dry ice. White solid (m-chlorobenzoic acid) separates (0.91g.) and is removed by filtration. The filtrate is washed in a separatory funnel with 50 ml. of water containin... The reactants are P(=O)(Cl)(Cl)Cl (phosphorus oxychloride), C([O-])(O)=O.[Na+] (sodium bicarbonate), S1C(=NN=C1)SCC=1CS[C@H]2N(C1C(=O)O)C(C2N)=O (3-(1,3,4-thiadiazol-2-yl)thiomethyl-7-amino-3-cephem-4-carboxylic acid), C(C)(C)(CC)OC(=O)NC=1SC=C(N1)C(C(=O)O)=O (2-(2-tert-pentyloxycarbonylamino-1,3-thiazol-4-yl)glyoxylic acid), C(C)(C)(CC)OC(=O)N=C1SC=C(N1)C(C(=O)O)=O (2-(2-tert-pentyloxycarbonylimino-2,3-dihydro-1,3-thiazol-4-yl)glyoxylic acid). Run in C(C)(=O)OCC (ethyl acetate), CN(C=O)C (dimethylformamide), CN(C=O)C (dimethylformamide), C(C)(=O)OCC (ethyl acetate). Reaction conditions: temperature -40 celsius. Yields the product S1C(=NN=C1)SCC=1CS[C@H]2N(C1C(=O)O)C(C2NC(C(=O)C=2N=C(SC2)NC(=O)OC(C)(C)CC)=O)=O (3-(1,3,4-thiadiazol-2-yl)thiomethyl-7-[2-(2-tert-pentyloxycarbonylamino-1,3-thiazol-4-yl)glyoxylamido]-3-cephem-4-carboxylic acid). Reaction SMILES: P(Cl)(Cl)(Cl)=O.[C:6]([O:11][C:12]([NH:14][C:15]1[S:16][CH:17]=[C:18]([C:20](=[O:24])[C:21]([OH:23])=O)[N:19]=1)=[O:13])([CH2:9][CH3:10])([CH3:8])[CH3:7].[S:25]1[CH:29]=[N:28][N:27]=[C:26]1[S:30][CH2:31][C:32]1[CH2:33][S:34][C@@H:35]2[CH:42]([NH2:43])[C:41](=[O:44])[N:36]2[C:37]=1[C:38]([OH:40])=[O:39].C(=O)(O)[O-].[Na+]>C(OCC)(=O)C.CN(C)C=O>[S:25]1[CH:29]=[N:28][N:27]=[C:26]1[S:30][CH2:31][C:32]1[CH2:33][S:34][C@@H:35]2[CH:42]([NH:43][C:21](=[O:23])[C:20]([C:18]3[N:19]=[C:15]([NH:14][C:12]([O:11][C:6]([CH2:9][CH3:10])([CH3:7])[CH3:8])=[O:13])[S:16][CH:17]=3)=[O:24])[C:41](=[O:44])[N:36]2[C:37]=1[C:38]([OH:40])=[O:39] |f:3.4|. Procedure: To dimethylformamide (2.24 g.) was dropwise added phosphorus oxychloride (2.36 g.) over 10 minutes under stirring and ice-cooling, and the mixture was stirred for 30 minutes at 40° C. To the mixture was added ethyl acetate (40 ml.), and the mixture was cooled at -20° to -15° C. with stirring. To the mixture was added 2-(2-tert-pentyloxycarbonylamino-1,3-thiazol-4-yl)glyoxylic acid, which can be represented as 2-(2-tert-pentyloxycarbonylimino-2,3-dihydro-1,3-thiazol-4-yl)glyoxylic acid, (4.0 g.) ... Solvent: CC(=O)C (acetone), CC(=O)C (acetone), N1=CC=CC=C1 (pyridine), C(C)(=O)[O-].[Na+] (sodium acetate), O (water), C(C)(=O)O (acetic acid). Reaction conditions: time 3 hour. The product is C(C)[C@]12[C@H](CC[C@H]2[C@H]2[C@H](CC1)[C@H]1CCC(C=C1C=C2)=O)OC(C)=O (13-ethyl-17β-acetoxygona-4,6-dien-3-one). Starting materials: ice, C(C)[C@]12C(CC[C@H]2[C@H]2[C@H](CC1)[C@H]1CCC(=CC1=CC2)O)O (13-ethyl-3,17-dihydroxygona-3,5-diene), CC(=O)CC(=O)O (diacetate), BrN1C(CCC1=O)=O (N-bromosuccinimide). Procedure details: Add dl-13-ethyl-3,17-dihydroxygona-3,5-diene, diacetate (1.0 g) dissolved in acetone (20 cc) to a solution of acetone (86 cc), pyridine (.59 ml), sodium acetate (2.72 cc), water (27.2 cc) and acetic acid (2.72 cc). Chill to 0° and add N-bromosuccinimide (0.5 g). Stir for three hours at a temperature between +5 and -5°. Pour into ice-cold brine (800 cc) and extract with ether. Wash and dry the ether layer and concentrate, deeping the temperature below +15°. Add calcium carbonate (3.0 g) and dimet... RXN SMILES: [CH2:1]([C@:3]12[CH2:11][CH2:10][C@@H:9]3[C@@H:12]4[C:17](=[CH:18][CH2:19][C@H:8]3[C@@H:7]1[CH2:6][CH2:5][CH:4]2[OH:21])[CH:16]=[C:15]([OH:20])[CH2:14][CH2:13]4)[CH3:2].[CH3:22][C:23](CC(O)=O)=[O:24].BrN1C(=O)CCC1=O>CC(C)=O.N1C=CC=CC=1.C([O-])(=O)C.[Na+].O.C(O)(=O)C>[CH2:1]([C@:3]12[CH2:11][CH2:10][C@@H:9]3[C@@H:12]4[C:17]([CH:18]=[CH:19][C@H:8]3[C@@H:7]1[CH2:6][CH2:5][C@@H:4]2[O:21][C:23](=[O:24])[CH3:22])=[CH:16][C:15](=[O:20])[CH2:14][CH2:13]4)[CH3:2] |f:5.6|.